describe an organic reaction: reactants, conditions, products, and yield From a dataset of the Open Reaction Database (ORD), a public repository of structured organic reaction records. Starting materials: CC(=O)Oc1cccc(-c2nc3ccccc3c(=O)[nH]2)c1, CN(C)C=O, O=S(Cl)Cl. Yields the product CC(=O)Oc1cccc(-c2nc(Cl)c3ccccc3n2)c1. RXN SMILES: [C:1]([CH3:2])(=[O:3])[O:4][c:5]1[cH:6][c:7](-[c:11]2[n:12][c:13]3[cH:14][cH:15][cH:16][cH:17][c:18]3[c:19](=[O:21])[nH:20]2)[cH:8][cH:9][cH:10]1.[O:26]=[CH:27][N:28]([CH3:29])[CH3:30].[S:22]([Cl:23])([Cl:24])=[O:25]>>[C:1]([CH3:2])(=[O:3])[O:4][c:5]1[cH:6][c:7](-[c:11]2[n:12][c:13]3[cH:14][cH:15][cH:16][cH:17][c:18]3[c:19]([Cl:24])[n:20]2)[cH:8][cH:9][cH:10]1. Reactants: ClC1=NC=CC(=C1)Br (2-chloro-4-bromopyridine), CN[C@H]1CNCC1 ((R)-methyl-pyrrolidin-3-yl-amine), CC(C)([O-])C.[Na+] (sodium tert-butoxide), C1(=CC=CC=C1)P(C1=CC=CC=2C(C3=CC=CC(=C3OC12)P(C1=CC=CC=C1)C1=CC=CC=C1)(C)C)C1=CC=CC=C1 (4,5-bis(diphenylphosphino)-9,9-dimethylxanthene). The reagents and catalysts are C=1C=CC(=CC1)/C=C/C(=O)/C=C/C2=CC=CC=C2.C=1C=CC(=CC1)/C=C/C(=O)/C=C/C2=CC=CC=C2.C=1C=CC(=CC1)/C=C/C(=O)/C=C/C2=CC=CC=C2.[Pd].[Pd] (tris(dibenzylideneacetone)-dipalladium(0)). Run in C1(=CC=CC=C1)C (toluene), O (H2O). Conditions: temperature 85 celsius. Yields the product ClC1=NC=CC(=C1)N1C[C@@H](CC1)NC ((3R)-[1-(2-Chloro-pyridin-4-yl)-pyrrolidin-3-yl]-methyl-amine). The yield is 30.6%. RXN SMILES: [Cl:1][C:2]1[CH:7]=[C:6](Br)[CH:5]=[CH:4][N:3]=1.[CH3:9][NH:10][C@@H:11]1[CH2:15][CH2:14][NH:13][CH2:12]1.CC(C)([O-])C.[Na+].C1(P(C2C=CC=CC=2)C2C3OC4C(=CC=CC=4P(C4C=CC=CC=4)C4C=CC=CC=4)C(C)(C)C=3C=CC=2)C=CC=CC=1>C1(C)C=CC=CC=1.O.C1C=CC(/C=C/C(/C=C/C2C=CC=CC=2)=O)=CC=1.C1C=CC(/C=C/C(/C=C/C2C=CC=CC=2)=O)=CC=1.C1C=CC(/C=C/C(/C=C/C2C=CC=CC=2)=O)=CC=1.[Pd].[Pd]>[Cl:1][C:2]1[CH:7]=[C:6]([N:13]2[CH2:14][CH2:15][C@@H:11]([NH:10][CH3:9])[CH2:12]2)[CH:5]=[CH:4][N:3]=1 |f:2.3,7.8.9.10.11|. Procedure details: To a stirring solution of 2-chloro-4-bromopyridine (4.3 g, 22.1 mmol) in toluene (100 mL) was added (R)-methyl-pyrrolidin-3-yl-amine (1.7 g, 17.0 mmol) and sodium tert-butoxide (2.5 g, 26.0 mmol). The flask was evacuated and flushed with N2(g) twice. A mixture of 4,5-bis(diphenylphosphino)-9,9-dimethylxanthene (Xantphos; 590 mg, 1.0 mmol) and tris(dibenzylideneacetone)-dipalladium(0) (Pd2(dba)3; 310 mg, 0.34 mmol) was added in one portion and the mixture was heated at 85° C. for 20 h. The mixtur...